From a dataset of the Open Reaction Database (ORD), a public repository of structured organic reaction records. describe an organic reaction: reactants, conditions, products, and yield The reactants are O=C(Cl)c1snc(Cl)c1Cl, N, O. Yields the product NC(=O)c1snc(Cl)c1Cl. As a reaction SMILES: [Cl:1][c:2]1[n:3][s:4][c:5]([C:8](=[O:9])[Cl:10])[c:6]1[Cl:7].[NH3:11].[OH2:12]>>[Cl:1][c:2]1[n:3][s:4][c:5]([C:8](=[O:9])[NH2:11])[c:6]1[Cl:7]. Reactants: O=C1CCc2c(Br)ccc(O)c21, CC(=O)OC(C)=O, CC(=O)O, O=[N+]([O-])O. Product: O=C1CCc2c(Br)cc([N+](=O)[O-])c(O)c21. As a reaction SMILES: [Br:1][c:2]1[c:3]2[c:7]([c:8]([OH:11])[cH:9][cH:10]1)[C:6](=[O:12])[CH2:5][CH2:4]2.[CH3:13][C:14]([O:15][C:16](=[O:17])[CH3:18])=[O:19].[CH3:24][C:25](=[O:26])[OH:27].[OH:20][N+:21]([O-:22])=[O:23]>>[Br:1][c:2]1[c:3]2[c:7]([c:8]([OH:11])[c:9]([N+:21](=[O:20])[O-:22])[cH:10]1)[C:6](=[O:12])[CH2:5][CH2:4]2. Starting materials: CN, CO, O=C1OCC(c2ccncc2)=C1c1ccc(OCc2ccc3ccccc3n2)cc1. Product: CNC(=O)C(=C(CO)c1ccncc1)c1ccc(OCc2ccc3ccccc3n2)cc1. As a reaction SMILES: [CH3:31][NH2:32].[CH3:33][OH:34].[n:1]1[cH:2][cH:3][c:4]([C:7]2=[C:8]([c:13]3[cH:14][cH:15][c:16]([O:19][CH2:20][c:21]4[n:22][c:23]5[cH:24][cH:25][cH:26][cH:27][c:28]5[cH:29][cH:30]4)[cH:17][cH:18]3)[C:9](=[O:12])[O:10][CH2:11]2)[cH:5][cH:6]1>>[n:1]1[cH:2][cH:3][c:4]([C:7](=[C:8]([C:9](=[O:12])[NH:32][CH3:31])[c:13]2[cH:14][cH:15][c:16]([O:19][CH2:20][c:21]3[n:22][c:23]4[cH:24][cH:25][cH:26][cH:27][c:28]4[cH:29][cH:30]3)[cH:17][cH:18]2)[CH2:11][OH:10])[cH:5][cH:6]1. Starting materials: Cl.NC1=NN2C(N(C(=C([C@H]2C2=CC=C(C=C2)C#N)C#N)C)C2=CC(=CC=C2)C(F)(F)F)=N1 ((7R)-2-amino-7-(4-cyanophenyl)-5-methyl-4-[3-(trifluoromethyl)phenyl]-4,7-dihydro[1,2,4]triazolo[1,5-a]pyrimidine-6-carbonitrile hydrochloride), C(CC(C)C)(=O)Cl (isovaleryl chloride). Solvent: N1=CC=CC=C1 (pyridine). Run at time 12 hour. Yields the product C(#N)C1=C(N(C=2N([C@@H]1C1=CC=C(C=C1)C#N)N=C(N2)NC(CC(C)C)=O)C2=CC(=CC=C2)C(F)(F)F)C (N-{(7R)-6-Cyano-7-(4-cyanophenyl)-5-methyl-4-[3-(trifluoromethyl)phenyl]-4,7-dihydro[1,2,4]triazolo[1,5-a]pyrimidin-2-yl}-3-methylbutanamide). As a reaction SMILES: Cl.[NH2:2][C:3]1[N:32]=[C:6]2[N:7]([C:22]3[CH:27]=[CH:26][CH:25]=[C:24]([C:28]([F:31])([F:30])[F:29])[CH:23]=3)[C:8]([CH3:21])=[C:9]([C:19]#[N:20])[C@@H:10]([C:11]3[CH:16]=[CH:15][C:14]([C:17]#[N:18])=[CH:13][CH:12]=3)[N:5]2[N:4]=1.[C:33](Cl)(=[O:38])[CH2:34][CH:35]([CH3:37])[CH3:36]>N1C=CC=CC=1>[C:19]([C:9]1[C@@H:10]([C:11]2[CH:16]=[CH:15][C:14]([C:17]#[N:18])=[CH:13][CH:12]=2)[N:5]2[N:4]=[C:3]([NH:2][C:33](=[O:38])[CH2:34][CH:35]([CH3:37])[CH3:36])[N:32]=[C:6]2[N:7]([C:22]2[CH:27]=[CH:26][CH:25]=[C:24]([C:28]([F:29])([F:31])[F:30])[CH:23]=2)[C:8]=1[CH3:21])#[N:20] |f:0.1|. Reported procedure: Under an atmosphere of argon protective gas, (7R)-2-amino-7-(4-cyanophenyl)-5-methyl-4-[3-(trifluoromethyl)phenyl]-4,7-dihydro[1,2,4]triazolo[1,5-a]pyrimidine-6-carbonitrile hydrochloride (30 mg, 66 mmol) was dissolved in abs. pyridine (1.5 ml). At room temperature, isovaleryl chloride (24 mg, 197 mmol, 3 eq.) was added. After 12 h, analysis of the reaction by HPLC showed substantial conversion. The reaction mixture was concentrated under reduced pressure and purified by preparative HPLC (Kromas... Starting materials: C(C)(C)S(=O)(=O)C1=C(C=CC=C1)NC=1N=C(NC(C1C(=O)N)=O)SC (4-{[2-(isopropylsulfonyl)phenyl]amino}-2-(methylsulfanyl)-6-oxo-1,6-dihydropyrimidine-5-carboxamide), NCC1N(CCCC1)C(=O)OC(C)(C)C (tert-butyl 2-(aminomethyl)piperidine-1-carboxylate), CN1CCCC1=O (NMP), Cl (hydrogen chloride). Solvent: C(C)(=O)OCC (ethyl acetate), C(C)(=O)OCC (ethyl acetate), C(C)(=O)OCC (ethyl acetate), C(C)O (ethanol). Reaction conditions: temperature 180 celsius, time 4 hour. Product: Cl.C(C)(C)S(=O)(=O)C1=C(C=CC=C1)NC=1N=C(NC(C1C(=O)N)=O)NCC1NCCCC1 (4-{[2-(isopropylsulfonyl)phenyl]amino}-6-oxo-2-[(piperidin-2-ylmethyl)amino]-1,6-dihydropyrimidine-5-carboxamide hydrochloride). As a reaction SMILES: [CH:1]([S:4]([C:7]1[CH:12]=[CH:11][CH:10]=[CH:9][C:8]=1[NH:13][C:14]1[N:15]=[C:16](SC)[NH:17][C:18](=[O:23])[C:19]=1[C:20]([NH2:22])=[O:21])(=[O:6])=[O:5])([CH3:3])[CH3:2].[NH2:26][CH2:27][CH:28]1[CH2:33][CH2:32][CH2:31][CH2:30][N:29]1C(OC(C)(C)C)=O.CN1C(=O)CCC1.[ClH:48]>C(OCC)(=O)C.C(O)C>[ClH:48].[CH:1]([S:4]([C:7]1[CH:12]=[CH:11][CH:10]=[CH:9][C:8]=1[NH:13][C:14]1[N:15]=[C:16]([NH:26][CH2:27][CH:28]2[CH2:33][CH2:32][CH2:31][CH2:30][NH:29]2)[NH:17][C:18](=[O:23])[C:19]=1[C:20]([NH2:22])=[O:21])(=[O:6])=[O:5])([CH3:3])[CH3:2] |f:6.7|. Reported procedure: A mixture of 4-{[2-(isopropylsulfonyl)phenyl]amino}-2-(methylsulfanyl)-6-oxo-1,6-dihydropyrimidine-5-carboxamide (Preparation Example 294) (200 mg), tert-butyl 2-(aminomethyl)piperidine-1-carboxylate (1.12 g) and NMP (1 mL) was heated at 180° C. for 10 minutes using a microwave reaction system. After cooling, the reaction liquid was diluted with ethyl acetate and washed with water and saturated aqueous sodium chloride. After drying over anhydrous magnesium sulfate, the solvent was distilled off,...